This data is from the Open Reaction Database (ORD), a public repository of structured organic reaction records. The task is: describe an organic reaction: reactants, conditions, products, and yield Reactants: [Al+3], CCCCCCN1CC2C(C1=O)C2(C)c1cccc(-c2nnc[nH]2)c1, CCOC(C)=O, [H-], [H-], [H-], [H-], [Li+], [Na+], C1CCOC1, [OH-]. The product is CCCCCCN1CC2C(C1)C2(C)c1cccc(-c2nnc[nH]2)c1. RXN SMILES: [Al+3:27].[CH2:1]([CH2:2][CH2:3][CH2:4][CH2:5][CH3:6])[N:7]1[C:8](=[O:25])[CH:9]2[C:10]([c:13]3[cH:14][c:15](-[c:19]4[n:20][n:21][cH:22][nH:23]4)[cH:16][cH:17][cH:18]3)([CH3:24])[CH:11]2[CH2:12]1.[CH3:34][CH2:35][O:36][C:37](=[O:38])[CH3:39].[H-:26].[H-:29].[H-:30].[H-:31].[Li+:28].[Na+:33].[O:40]1[CH2:41][CH2:42][CH2:43][CH2:44]1.[OH-:32]>>[CH2:1]([CH2:2][CH2:3][CH2:4][CH2:5][CH3:6])[N:7]1[CH2:8][CH:9]2[C:10]([c:13]3[cH:14][c:15](-[c:19]4[n:20][n:21][cH:22][nH:23]4)[cH:16][cH:17][cH:18]3)([CH3:24])[CH:11]2[CH2:12]1. RXN SMILES: [Br:22][CH2:23][CH2:24][CH2:25][CH2:26][N:27]1[C:28](=[O:37])[c:29]2[cH:30][cH:31][cH:32][cH:33][c:34]2[C:35]1=[O:36].[CH3:1][c:2]1[c:3]([CH:8]2[NH:9][CH:10]([c:15]3[n:16][cH:17][cH:18][cH:19][c:20]3[CH3:21])[CH2:11][CH:12]=[CH:13][CH2:14]2)[n:4][cH:5][cH:6][cH:7]1.[CH:38]([N:39]([CH2:40][CH3:41])[CH:42]([CH3:43])[CH3:44])([CH3:45])[CH3:46].[O:47]=[CH:48][N:49]([CH3:50])[CH3:51]>>[CH3:1][c:2]1[c:3]([CH:8]2[N:9]([CH2:23][CH2:24][CH2:25][CH2:26][N:27]3[C:28](=[O:37])[c:29]4[cH:30][cH:31][cH:32][cH:33][c:34]4[C:35]3=[O:36])[CH:10]([c:15]3[n:16][cH:17][cH:18][cH:19][c:20]3[CH3:21])[CH2:11][CH:12]=[CH:13][CH2:14]2)[n:4][cH:5][cH:6][cH:7]1. The product is Cc1cccnc1C1CC=CCC(c2ncccc2C)N1CCCCN1C(=O)c2ccccc2C1=O. Starting materials: O=C1c2ccccc2C(=O)N1CCCCBr, Cc1cccnc1C1CC=CCC(c2ncccc2C)N1, CCN(C(C)C)C(C)C, CN(C)C=O. The reactants are OC1=CC=C(C=C1)CC(=O)OC (methyl 4-hydroxyphenylacetate), CCN(C(C)C)C(C)C (DIPEA), C(OCCOC)Cl (MEMCl), CCN(C(C)C)C(C)C (DIPEA), C(OCCOC)Cl (MEMCl), C(OCCOC)Cl (MEMCl), CCN(C(C)C)C(C)C (DIPEA). Solvent: C(Cl)Cl (DCM), C(Cl)Cl (DCM). Conditions: time 2 hour. Product: COC(CC1=CC=C(C=C1)OCOCCOC)=O ([4-(2-Methoxy-ethoxymethoxy)-phenyl]-acetic acid methyl ester). As a reaction SMILES: [OH:1][C:2]1[CH:7]=[CH:6][C:5]([CH2:8][C:9]([O:11][CH3:12])=[O:10])=[CH:4][CH:3]=1.CCN(C(C)C)C(C)C.[CH2:22](Cl)[O:23][CH2:24][CH2:25][O:26][CH3:27]>C(Cl)Cl>[CH3:12][O:11][C:9](=[O:10])[CH2:8][C:5]1[CH:4]=[CH:3][C:2]([O:1][CH2:22][O:23][CH2:24][CH2:25][O:26][CH3:27])=[CH:7][CH:6]=1. Reported procedure: To a solution of methyl 4-hydroxyphenylacetate (200 mg, 1.20 mmol) in DCM (5 ml) is added DIPEA (0.315 ml, 1.81 mmol), and then MEMCl (0.204 ml, 1.81 mmol), and the resulting reaction mixture is stirred for 2 hours at room temperature. An additional portion of MEMCl (0.102 ml, 1 mmol) and of DIPEA (0.158 ml, 1 mmol) are added, and the reaction mixture is stirred for a further 16 hours. An additional portion of MEMCl (0.102 ml, 1 mmol) and of DIPEA (0.158 ml, 1 mmol) are added and the reaction mi... The reactants are O=C([O-])[O-], CCOC(=O)c1cnc(Cl)c(Cl)c1, CC1CNCCN1, [K+], [K+]. Product: CCOC(=O)c1cnc(N2CCNC(C)C2)c(Cl)c1. As a reaction SMILES: [C:21](=[O:22])([O-:23])[O-:24].[CH2:8]([CH3:9])[O:10][C:11]([c:12]1[cH:13][n:14][c:15]([Cl:19])[c:16]([Cl:18])[cH:17]1)=[O:20].[CH3:1][CH:2]1[NH:3][CH2:4][CH2:5][NH:6][CH2:7]1.[K+:25].[K+:26]>>[CH3:1][CH:2]1[NH:3][CH2:4][CH2:5][N:6]([c:15]2[n:14][cH:13][c:12]([C:11]([O:10][CH2:8][CH3:9])=[O:20])[cH:17][c:16]2[Cl:18])[CH2:7]1. Starting materials: O=C(O)C(F)(F)F, COc1ccc(CN2Cc3c(F)c(NC4CCOCC4N)nc(-c4cnn5ccccc45)c3C2=O)c(OC)c1. Yields the product O=C(O)C(F)(F)F, NC1COCCC1Nc1nc(-c2cnn3ccccc23)c2c(c1F)CNC2=O. RXN SMILES: [F:40][C:41]([C:42](=[O:43])[OH:44])([F:45])[F:46].[NH2:1][CH:2]1[CH2:3][O:4][CH2:5][CH2:6][CH:7]1[NH:8][c:9]1[c:10]([F:39])[c:11]2[c:12]([c:13](-[c:15]3[cH:16][n:17][n:18]4[c:19]3[cH:20][cH:21][cH:22][cH:23]4)[n:14]1)[C:24](=[O:38])[N:25]([CH2:27][c:28]1[cH:29][cH:30][c:31]([O:32][CH3:33])[cH:34][c:35]1[O:36][CH3:37])[CH2:26]2>>[F:40][C:41]([C:42](=[O:43])[OH:44])([F:45])[F:46].[NH2:1][CH:2]1[CH2:3][O:4][CH2:5][CH2:6][CH:7]1[NH:8][c:9]1[c:10]([F:39])[c:11]2[c:12]([c:13](-[c:15]3[cH:16][n:17][n:18]4[c:19]3[cH:20][cH:21][cH:22][cH:23]4)[n:14]1)[C:24](=[O:38])[NH:25][CH2:26]2.